Dataset: the Open Reaction Database (ORD), a public repository of structured organic reaction records. Task: describe an organic reaction: reactants, conditions, products, and yield Reactants: CC(=O)OCc1c(-c2cn(C)c(=O)c(Nc3cnn(C4CC4)c3)n2)cccc1N1CCn2c(cc3c2CCCC3)C1=O, C1CCOC1, [Li+], [OH-], O, O. Product: Cn1cc(-c2cccc(N3CCn4c(cc5c4CCCC5)C3=O)c2CO)nc(Nc2cnn(C3CC3)c2)c1=O. As a reaction SMILES: [C:1](=[O:2])([CH3:3])[O:4][CH2:5][c:6]1[c:7](-[c:26]2[n:27][c:28]([NH:34][c:35]3[cH:36][n:37][n:38]([CH:40]4[CH2:41][CH2:42]4)[cH:39]3)[c:29](=[O:33])[n:30]([CH3:32])[cH:31]2)[cH:8][cH:9][cH:10][c:11]1[N:12]1[C:13](=[O:25])[c:14]2[n:15]([c:16]3[c:21]([cH:22]2)[CH2:20][CH2:19][CH2:18][CH2:17]3)[CH2:23][CH2:24]1.[CH2:43]1[O:44][CH2:45][CH2:46][CH2:47]1.[Li+:49].[OH-:48].[OH2:50].[OH2:51]>>[OH:4][CH2:5][c:6]1[c:7](-[c:26]2[n:27][c:28]([NH:34][c:35]3[cH:36][n:37][n:38]([CH:40]4[CH2:41][CH2:42]4)[cH:39]3)[c:29](=[O:33])[n:30]([CH3:32])[cH:31]2)[cH:8][cH:9][cH:10][c:11]1[N:12]1[C:13](=[O:25])[c:14]2[n:15]([c:16]3[c:21]([cH:22]2)[CH2:20][CH2:19][CH2:18][CH2:17]3)[CH2:23][CH2:24]1. Starting materials: C(=O)(OCC)C(NC(=O)OCC1=CC=CC=C1)C(=O)O (2-carbethoxy-N-(benzyloxycarbonyl)glycine), P(Cl)(Cl)(Cl)(Cl)Cl (phosphorus pentachloride), NC1=C(C(=O)C2=CC=CC=C2)C=CC(=C1)Cl (2-amino-4-chlorobenzophenone). Run in C(Cl)Cl (methylene chloride), CN(C=O)C (dimethylformamide), C(Cl)Cl (methylene chloride). The product is C(C1=CC=CC=C1)(=O)C1=C(NC(C(C(=O)OCC)NC(=O)OCC2=CC=CC=C2)=O)C=C(C=C1)Cl (2'-benzoyl-2-[(benzyloxycarbonyl)amino]-2-carbethoxy-5'-chloroacetanilide). Reaction SMILES: [C:1]([CH:6]([C:18]([OH:20])=O)[NH:7][C:8]([O:10][CH2:11][C:12]1[CH:17]=[CH:16][CH:15]=[CH:14][CH:13]=1)=[O:9])([O:3][CH2:4][CH3:5])=[O:2].P(Cl)(Cl)(Cl)(Cl)Cl.[NH2:27][C:28]1[CH:41]=[C:40]([Cl:42])[CH:39]=[CH:38][C:29]=1[C:30]([C:32]1[CH:37]=[CH:36][CH:35]=[CH:34][CH:33]=1)=[O:31]>C(Cl)Cl.CN(C)C=O>[C:30]([C:29]1[CH:38]=[CH:39][C:40]([Cl:42])=[CH:41][C:28]=1[NH:27][C:18](=[O:20])[CH:6]([NH:7][C:8]([O:10][CH2:11][C:12]1[CH:13]=[CH:14][CH:15]=[CH:16][CH:17]=1)=[O:9])[C:1]([O:3][CH2:4][CH3:5])=[O:2])(=[O:31])[C:32]1[CH:37]=[CH:36][CH:35]=[CH:34][CH:33]=1. Reported procedure: A suspension of 45.0 g. of 2-carbethoxy-N-(benzyloxycarbonyl)glycine in 120 ml. of dry methylene chloride, cooled to -20° C., is treated portionwise with 30 g. of phosphorus pentachloride and stirred for 30 minutes at -20° C. to -10° C. To the now clear solution, there is added at the same temperature a solution of 27.7 g. of 2-amino-4-chlorobenzophenone and 1 ml. of dimethylformamide in 120 ml. of dry methylene chloride. The mixture is concentrated under reduced pressure at 40°-45° C. The resid...